Dataset: the Open Reaction Database (ORD), a public repository of structured organic reaction records. Task: describe an organic reaction: reactants, conditions, products, and yield Reactants: Cl (HCl), NC=1C=CC2=C(S(C=C2)(=O)=O)C1 (6-amino-1,1-dioxobenzo[b]thiophene), Cl (HCl), OS(=O)[O-].[Na+] (NaHSO3), N(=O)[O-].[Na+] (sodium nitrite). Reagents/catalysts: [O-]S(=O)(=O)[O-].[Cu+2] (CuSO4). Solvent: O (water). Run at temperature 0 celsius, time 15 minute. Product: O=S1(C2=C(C=C1)C=CC(=C2)S(=O)(=O)Cl)=O (1,1-Dioxobenzo[b]thiophene-6-sulfonyl chloride). Isolated yield 46.0%. As a reaction SMILES: N[C:2]1[CH:3]=[CH:4][C:5]2[CH:9]=[CH:8][S:7](=[O:11])(=[O:10])[C:6]=2[CH:12]=1.[ClH:13].N([O-])=O.[Na+].[OH:18][S:19]([O-:21])=O.[Na+]>O.[O-]S([O-])(=O)=O.[Cu+2]>[O:10]=[S:7]1(=[O:11])[CH:8]=[CH:9][C:5]2[CH:4]=[CH:3][C:2]([S:19]([Cl:13])(=[O:21])=[O:18])=[CH:12][C:6]1=2 |f:2.3,4.5,7.8|. Procedure details: A mixture of 6-amino-1,1-dioxobenzo[b]thiophene (253 mg, 1.39 mmol) and 30% aqueous HCl (1.53 mL) was cooled to 0° C. in an open flask, and then 40% aqueous sodium nitrite (754 μL) was added dropwise over 2.25 minutes. The mixture was stirred at 0° C. for 15 minutes, and then 30% aqueous HCl (768 μL) and solid CuSO4 (20.4 mg, 0.128 mmol) were added. To this mixture was added 40% aqueous NaHSO3 (2.39 mL) dropwise over 6 minutes, and the reaction was stirred at 0° C. for 2.5 hours. The reaction wa... Starting materials: BrC1=CC(=C(C=C1)O)[N+](=O)[O-] (4-bromo-2-nitrophenol), substituted-2-nitrophenols, C1(=CC=CC=C1)O (phenol), COC(C(C)Br)=O (methyl-2-bromopropanoate). Product: BrC1=CC(=C(OC(C(=O)OC)C)C=C1)[N+](=O)[O-] (Methyl 2-(4-bromo-2-nitrophenoxy)propanoate). Reaction SMILES: [Br:1][C:2]1[CH:7]=[CH:6][C:5]([OH:8])=[C:4]([N+:9]([O-:11])=[O:10])[CH:3]=1.C1(O)C=CC=CC=1.[CH3:19][O:20][C:21](=[O:25])[CH:22](Br)[CH3:23]>>[Br:1][C:2]1[CH:7]=[CH:6][C:5]([O:8][CH:22]([CH3:23])[C:21]([O:20][CH3:19])=[O:25])=[C:4]([N+:9]([O-:11])=[O:10])[CH:3]=1. Reported procedure: Using 4-bromo-2-nitrophenol as the phenol and methyl-2-bromopropanoate as the alkylating agent in the general procedure for alkylation of substituted-2-nitrophenols gives a dark red oil: 1H NMR (DMSO-d6, 400 MHz): δ ppm 8.13 (d, J=2.5 Hz, 1H), 7.80 (dd, J=8.8, 2.5 Hz, 1H), 7.24 (d, J=9.1 Hz, 1H), 5.29 (q, J=6.8 Hz, 1H), 3.68 (s, 3H), 1.52 (d, J=6.6 Hz, 3H). ESI-MS: m/z 305.1 (M+H)+. The reactants are BrCc1ccccc1, O=C([O-])[O-], Oc1cc(C(F)(F)F)ccc1F, [K+], [K+], CN(C)C=O. Product: Fc1ccc(C(F)(F)F)cc1OCc1ccccc1. RXN SMILES: [Br:13][CH2:14][c:15]1[cH:16][cH:17][cH:18][cH:19][cH:20]1.[C:21](=[O:22])([O-:23])[O-:24].[F:1][C:2]([c:3]1[cH:4][cH:5][c:6]([F:10])[c:7]([OH:9])[cH:8]1)([F:11])[F:12].[K+:25].[K+:26].[O:27]=[CH:28][N:29]([CH3:30])[CH3:31]>>[F:1][C:2]([c:3]1[cH:4][cH:5][c:6]([F:10])[c:7]([O:9][CH2:14][c:15]2[cH:16][cH:17][cH:18][cH:19][cH:20]2)[cH:8]1)([F:11])[F:12]. Run in O (water), S(O)(O)(=O)=O (sulfuric acid), S(O)(O)(=O)=O (sulfuric acid). RXN SMILES: [I:1][C:2]1[CH:8]=[C:7]([N+:9]([O-:11])=[O:10])[CH:6]=[C:5]([I:12])[C:3]=1[NH2:4].[N-:13]=[N+:14]=[N-].[Na+]>S(=O)(=O)(O)O.O>[I:1][C:2]1[CH:8]=[C:7]([N+:9]([O-:11])=[O:10])[CH:6]=[C:5]([I:12])[C:3]=1[N:4]=[N+:13]=[N-:14] |f:1.2|. Reaction conditions: time 1 hour. The product is IC1=C(C(=CC(=C1)[N+](=O)[O-])I)N=[N+]=[N-] (2,6-diiodo-4-nitroazidobenzene). The reactants are [N-]=[N+]=[N-].[Na+] (sodium azide), ice water, IC1=C(N)C(=CC(=C1)[N+](=O)[O-])I (2,6-diiodo-4-nitroaniline). Procedure details: 5 g of 2,6-diiodo-4-nitroaniline was dissolved in 20 ml of conc. sulfuric acid and cooled with ice. Sodium nitrite previously vacuum-dried was added to the solution in portions to effect the diazotization reaction at 0°-5° C. The reaction product was added dropwise to ice-water to dilute the sulfuric acid. A solution of 1.4 g of sodium azide in 10 cc of water was added dropwise to the mixture, stirred for about one hour, filtered and washed with water. After the recrystallization from ethanol fo... Starting materials: [F-].[Cs+] (Cesium fluoride), FC=1C=CC(=C(C1)C(CC=O)(C)C)OC (3-(5-fluoro-2-methoxyphenyl)-3-methylbutyraldehyde), FC(=C)[Si](C1=CC=CC=C1)(C)C ((1-fluorovinyl)dimethylphenylsilane), [F-].C(CCC)[N+](CCCC)(CCCC)CCCC (tetrabutylammonium fluoride). The solvent is C(C)(=O)O (acetic acid), O (water), C1CCOC1 (THF), C(C)(=O)OCC (ethyl acetate). Run at time 8 hour. Yields the product FC(=C)C(CC(C)(C)C1=C(C=CC(=C1)F)OC)O (2-fluoro-5-(5-fluoro-2-methoxyphenyl)-5-methylhex-1-en-3-ol). Yield: 59.9%. RXN SMILES: [F:1][C:2]1[CH:3]=[CH:4][C:5]([O:14][CH3:15])=[C:6]([C:8]([CH3:13])([CH3:12])[CH2:9][CH:10]=[O:11])[CH:7]=1.[F:16][C:17]([Si](C)(C)C1C=CC=CC=1)=[CH2:18].[F-].C([N+](CCCC)(CCCC)CCCC)CCC.[F-].[Cs+]>C1COCC1.C(OCC)(=O)C.C(O)(=O)C.O>[F:16][C:17]([CH:10]([OH:11])[CH2:9][C:8]([C:6]1[CH:7]=[C:2]([F:1])[CH:3]=[CH:4][C:5]=1[O:14][CH3:15])([CH3:12])[CH3:13])=[CH2:18] |f:2.3,4.5|. Reported procedure: To a solution of 3-(5-fluoro-2-methoxyphenyl)-3-methylbutyraldehyde (1.1 g, 5.2 mmol) and the above (1-fluorovinyl)dimethylphenylsilane (2.2 g, 12.2 mmol) in 5 mL of THF was added 0.6 mL of tetrabutylammonium fluoride (1 M in THF) and the mixture was stirred at room temperature overnight. TLC showed partial conversion to product. Cesium fluoride (0.22 g) was added and the mixture was stirred at room temperature for 3 days. 2 mL of water and 2 mL of acetic acid were added and the mixture was warm... The reactants are [OH-].[Li+] (lithium hydroxide), [OH-].[Li+] (lithium hydroxide), ClC1=NC2=CC=CC=C2C=C1C(=O)NC=1C=CC(=NC1)C(=O)OC (methyl 5-(2-chloroquinoline-3-carboxamido)picolinate), ClC1=C(C=CC(=C1)F)O (2-chloro-4-fluorophenol), C([O-])([O-])=O.[K+].[K+] (potassium carbonate). Solvent: CO (methanol), CN1C(CCC1)=O (1-methylpyrrolidin-2-one). Reaction conditions: temperature 100 celsius, time 1 hour. Product: Cl.ClC1=C(OC2=NC3=CC=CC=C3C=C2C(=O)NC=2C=CC(=NC2)C(=O)O)C=CC(=C1)F (5-(2-(2-chloro-4-fluorophenoxy)quinoline-3-carboxamido)picolinic acid hydrochloric acid). Isolated yield 5.9%. As a reaction SMILES: [Cl:1][C:2]1[C:11]([C:12]([NH:14][C:15]2[CH:16]=[CH:17][C:18]([C:21]([O:23]C)=[O:22])=[N:19][CH:20]=2)=[O:13])=[CH:10][C:9]2[C:4](=[CH:5][CH:6]=[CH:7][CH:8]=2)[N:3]=1.[Cl:25][C:26]1[CH:31]=[C:30]([F:32])[CH:29]=[CH:28][C:27]=1[OH:33].C(=O)([O-])[O-].[K+].[K+].[OH-].[Li+]>CO.CN1CCCC1=O>[ClH:1].[Cl:25][C:26]1[CH:31]=[C:30]([F:32])[CH:29]=[CH:28][C:27]=1[O:33][C:2]1[C:11]([C:12]([NH:14][C:15]2[CH:16]=[CH:17][C:18]([C:21]([OH:23])=[O:22])=[N:19][CH:20]=2)=[O:13])=[CH:10][C:9]2[C:4](=[CH:5][CH:6]=[CH:7][CH:8]=2)[N:3]=1 |f:2.3.4,5.6,9.10|. Procedure details: To methyl 5-(2-chloroquinoline-3-carboxamido)picolinate (52.26 mg, 0.15 mmol), 2-chloro-4-fluorophenol (21.98 mg, 0.15 mg), potassium carbonate (62.19 mg, 0.45 mmol) and 1-methylpyrrolidin-2-one (1 mL) were added and the reactions were stirred at 100° C. for 1 hour. 2M lithium hydroxide (75 μL, 0.45 mmol) and methanol (150 μL) were added and the reaction stirred at 50° C. for 2 hours. The reaction was filtered and (75 μL, 0.45 mmol) of 2M lithium hydroxide were added and stirring was continued f... The product is COc1ccc2c(c1)C(CCNC(C)=O)=CC2. The reactants are COc1ccc2c(c1)C(=CCNC(C)=O)CC2, O. As a reaction SMILES: [CH3:1][O:2][c:3]1[cH:4][cH:5][c:6]2[c:10]([cH:11]1)[C:9](=[CH:12][CH2:13][NH:14][C:15]([CH3:16])=[O:17])[CH2:8][CH2:7]2.[OH2:18]>>[CH3:1][O:2][c:3]1[cH:4][cH:5][c:6]2[c:10]([cH:11]1)[C:9]([CH2:12][CH2:13][NH:14][C:15]([CH3:16])=[O:17])=[CH:8][CH2:7]2. Starting materials: COc1ccc(P2(=S)SP(=S)(c3ccc(OC)cc3)S2)cc1, CC1(c2cccc(-c3nc4cc(Cl)ccc4o3)c2)COCC(=O)N1. Product: CC1(c2cccc(-c3nc4cc(Cl)ccc4o3)c2)COCC(=S)N1. As a reaction SMILES: [CH3:25][O:26][c:27]1[cH:28][cH:29][c:30]([P:31]2(=[S:34])[S:32][P:33]([c:35]3[cH:36][cH:37][c:38]([O:39][CH3:40])[cH:41][cH:42]3)(=[S:43])[S:44]2)[cH:45][cH:46]1.[Cl:1][c:2]1[cH:3][cH:4][c:5]2[c:6]([n:7][c:8](-[c:10]3[cH:11][c:12]([C:16]4([CH3:23])[NH:17][C:18](=[O:22])[CH2:19][O:20][CH2:21]4)[cH:13][cH:14][cH:15]3)[o:9]2)[cH:24]1>>[Cl:1][c:2]1[cH:3][cH:4][c:5]2[c:6]([n:7][c:8](-[c:10]3[cH:11][c:12]([C:16]4([CH3:23])[NH:17][C:18](=[S:34])[CH2:19][O:20][CH2:21]4)[cH:13][cH:14][cH:15]3)[o:9]2)[cH:24]1. Reactants: Cl.N12CC3[C@H](C(CC(C1)C3)C2)N ((4r)-1-azatricyclo[3.3.1.13,7]dec-4-ylamine hydrochloride), CC1=NC2=C(N1)C=CC(=C2)C(=O)O (2-methyl-1H-benzimidazole-5-carboxylic acid), N (NH3). The product is Cl.Cl.N12CC3[C@H](C(CC(C1)C3)C2)NC(=O)C2=CC3=C(NC(=N3)C)C=C2 (2-Methyl-1H-benzoimidazole-5-carboxylic acid(4r)-(1-azatricyclo[3.3.1.13,7]dec-4-yl)-amide dihydrochloride). Reaction SMILES: [ClH:1].[N:2]12[CH2:11][CH:6]3[CH2:7][CH:8]([CH2:10][CH:4]([C@H:5]3[NH2:12])[CH2:3]1)[CH2:9]2.[CH3:13][C:14]1[NH:18][C:17]2[CH:19]=[CH:20][C:21]([C:23](O)=[O:24])=[CH:22][C:16]=2[N:15]=1.N>>[ClH:1].[ClH:1].[N:2]12[CH2:11][CH:6]3[CH2:7][CH:8]([CH2:10][CH:4]([C@H:5]3[NH:12][C:23]([C:21]3[CH:20]=[CH:19][C:17]4[NH:18][C:14]([CH3:13])=[N:15][C:16]=4[CH:22]=3)=[O:24])[CH2:3]1)[CH2:9]2 |f:0.1,4.5.6|. Procedure: Prepared from (4r)-1-azatricyclo[3.3.1.13,7]dec-4-ylamine hydrochloride and 2-methyl-1H-benzimidazole-5-carboxylic acid (Acros) according to methods A and C; yield 83 mg, 0.21 mmol (58%): 1H NMR (300 MHz, methanol-d4) δ 2.02-2.31 (m, 5H), 2.50 (s, 2H), 2.89 (s, 3H), 3.50 (d, J=13 Hz, 2H), 3.57 (s, 2H), 3.92 (d, J=13 Hz, 2H), 4.32 (s, 1H), 7.82 (d, J=9 Hz, 1H), 8.11 (dd, J=9, 2 Hz, 1H), 8.33 (s, 1H), 8.57 (d, J=5 Hz, 1H); MS (DCI/NH3) m/z 311 (M+H)+; Anal. C18H22N4O2HCl1.0H2O: C, H, N.